This data is from the Open Reaction Database (ORD), a public repository of structured organic reaction records. The task is: describe an organic reaction: reactants, conditions, products, and yield Reactants: ICCC (1-iodopropane), BrC=1C=CC(=C(CN(CC)C2=CC=C(N=N2)C(=O)OCCCC)C1)O (butyl 6-[N-(5-bromo-2-hydroxybenzyl)-N-ethylamino]pyridazine-3-carboxylate). Product: BrC=1C=CC(=C(CN(CC)C2=CC=C(N=N2)C(=O)OCCCC)C1)OCCC (Butyl 6-[N-(5-bromo-2-propoxybenzyl)-N-ethylamino]pyridazine-3-carboxylate). Reaction SMILES: I[CH2:2][CH2:3][CH3:4].[Br:5][C:6]1[CH:7]=[CH:8][C:9]([OH:29])=[C:10]([CH:28]=1)[CH2:11][N:12]([C:15]1[N:20]=[N:19][C:18]([C:21]([O:23][CH2:24][CH2:25][CH2:26][CH3:27])=[O:22])=[CH:17][CH:16]=1)[CH2:13][CH3:14]>>[Br:5][C:6]1[CH:7]=[CH:8][C:9]([O:29][CH2:2][CH2:3][CH3:4])=[C:10]([CH:28]=1)[CH2:11][N:12]([C:15]1[N:20]=[N:19][C:18]([C:21]([O:23][CH2:24][CH2:25][CH2:26][CH3:27])=[O:22])=[CH:17][CH:16]=1)[CH2:13][CH3:14]. Procedure: The title compound was prepared by reacting 1-iodopropane and butyl 6-[N-(5-bromo-2-hydroxybenzyl)-N-ethylamino]pyridazine-3-carboxylate (reference example 3) using a similar method to that of reference example 4. The reactants are CNCCNC, Clc1ccccc1, [Cu]I, CNC(=O)c1cc(Br)cc(C)c1N, N#C[Na], O. Product: CNC(=O)c1cc(C#N)cc(C)c1N. RXN SMILES: [CH3:24][NH:25][CH2:26][CH2:27][NH:28][CH3:29].[Cl:14][c:15]1[cH:16][cH:17][cH:18][cH:19][cH:20]1.[Cu:30][I:31].[NH2:1][c:2]1[c:3]([C:4](=[O:5])[NH:6][CH3:7])[cH:8][c:9]([Br:13])[cH:10][c:11]1[CH3:12].[Na:21][C:22]#[N:23].[OH2:32]>>[NH2:1][c:2]1[c:3]([C:4](=[O:5])[NH:6][CH3:7])[cH:8][c:9]([C:22]#[N:23])[cH:10][c:11]1[CH3:12]. The reactants are COC(C(C1=CC=C(C=C1)OCCOC1=CC=C(C=C1)F)=O)=O (4- [[2-(4-fluorophenoxy)ethyl]oxy]-alpha-oxobenzeneacetic acid methyl ester). Solvent: CO (methanol), [OH-].[Na+] (sodium hydroxide). Yields the product FC1=CC=C(OCCOC2=CC=C(C=C2)C(C(=O)O)=O)C=C1 (4-[[2-(4-fluorophenoxy) ethyl]oxy]-alpha-oxobenzeneacetic acid). Isolated yield 85.3%. Reaction SMILES: C[O:2][C:3](=[O:23])[C:4](=[O:22])[C:5]1[CH:10]=[CH:9][C:8]([O:11][CH2:12][CH2:13][O:14][C:15]2[CH:20]=[CH:19][C:18]([F:21])=[CH:17][CH:16]=2)=[CH:7][CH:6]=1>CO.[OH-].[Na+]>[F:21][C:18]1[CH:17]=[CH:16][C:15]([O:14][CH2:13][CH2:12][O:11][C:8]2[CH:9]=[CH:10][C:5]([C:4](=[O:22])[C:3]([OH:23])=[O:2])=[CH:6][CH:7]=2)=[CH:20][CH:19]=1 |f:2.3|. Procedure details: A mixture of 4- [[2-(4-fluorophenoxy)ethyl]oxy]-alpha-oxobenzeneacetic acid methyl ester (0.65 g) in methanol and 0.5N sodium hydroxide (8 mL) was treated as in Example 19. Extraction with dichloromethane-diethyl ether provided solids which were crystallized from dichloromethane-hexane to give 0.53 g of colorless 4-[[2-(4-fluorophenoxy) ethyl]oxy]-alpha-oxobenzeneacetic acid, mp 97°-98° C. Reactants: C1CCOC1, COC(=O)c1cc(-c2ccc(C)cn2)cc(-c2nncn2C)c1, Cl, [Li+], [OH-], O. Yields the product Cc1ccc(-c2cc(C(=O)O)cc(-c3nncn3C)c2)nc1, Cl. RXN SMILES: [CH2:27]1[O:28][CH2:29][CH2:30][CH2:31]1.[CH3:1][c:2]1[cH:3][cH:4][c:5](-[c:8]2[cH:9][c:10]([C:11](=[O:12])[O:13][CH3:14])[cH:15][c:16](-[c:18]3[n:19][n:20][cH:21][n:22]3[CH3:23])[cH:17]2)[n:6][cH:7]1.[ClH:26].[Li+:24].[OH-:25].[OH2:32]>>[CH3:1][c:2]1[cH:3][cH:4][c:5](-[c:8]2[cH:9][c:10]([C:11](=[O:12])[OH:13])[cH:15][c:16](-[c:18]3[n:19][n:20][cH:21][n:22]3[CH3:23])[cH:17]2)[n:6][cH:7]1.[ClH:26]. The reactants are ClC(CSCC(=O)N)C(=O)OC (5-Chloro-5-methoxycarbonyl-3-thiapentanamide), S(=O)(=O)(C1=CC=C(C)C=C1)Cl (tosyl chloride). Solvent: O (water). Run at time 8 hour. Product: ClC(CSCC#N)C(=O)OC (5-Chloro-5-methoxycarbonyl-3-thiapentanenitrile). RXN SMILES: [Cl:1][CH:2]([C:9]([O:11][CH3:12])=[O:10])[CH2:3][S:4][CH2:5][C:6]([NH2:8])=O.S(Cl)(C1C=CC(C)=CC=1)(=O)=O>O>[Cl:1][CH:2]([C:9]([O:11][CH3:12])=[O:10])[CH2:3][S:4][CH2:5][C:6]#[N:8]. Procedure details: To the mixture obtained from Example 4, tosyl chloride (39.34 g) was added in portions with vigorous stirring and heat was evolved. The mixture was stirred for 9.5 hours, stood overnight, then poured into water (500 ml), and extracted with dichloromethane. The combined extracts were washed with water (×2) and saturated brine, dried (magnesium sulphate) and evaporated to yield the title compound as a dark red oil (27.05 g). Procedure details: 4-Pyrazin-2-yl-1H-indole (0.060 g, 0.307 mmol, Intermediate 65), benzensulfonyl chloride (0.071 g, 0.40 mmol) and tetrabutylammonium hydrogen sulfate (0.010 g, 0.031 mmol) were dissolved in dichloromethane (3 mL) and NaOH (0.061 g, 1.5 mmol) in water (1 mL) was added. The mixture was stirred at rt overnight and the mixture was diluted with dichloromethane and water and extracted with dichloromethane (2×). The organic phase was dried (MgSO4) and evaporated. The crude product was purified by flash... RXN SMILES: [N:1]1[CH:6]=[CH:5][N:4]=[CH:3][C:2]=1[C:7]1[CH:15]=[CH:14][CH:13]=[C:12]2[C:8]=1[CH:9]=[CH:10][NH:11]2.[C:16]1([S:22](Cl)(=[O:24])=[O:23])[CH:21]=[CH:20][CH:19]=[CH:18][CH:17]=1.[OH-].[Na+]>S([O-])(O)(=O)=O.C([N+](CCCC)(CCCC)CCCC)CCC.ClCCl.O>[C:16]1([S:22]([N:11]2[C:12]3[C:8](=[C:7]([C:2]4[CH:3]=[N:4][CH:5]=[CH:6][N:1]=4)[CH:15]=[CH:14][CH:13]=3)[CH:9]=[CH:10]2)(=[O:24])=[O:23])[CH:21]=[CH:20][CH:19]=[CH:18][CH:17]=1 |f:2.3,4.5|. The solvent is ClCCl (dichloromethane), O (water), ClCCl (dichloromethane), O (water). Conditions: time 8 hour. Reagents/catalysts: S(=O)(=O)(O)[O-].C(CCC)[N+](CCCC)(CCCC)CCCC (tetrabutylammonium hydrogen sulfate). Starting materials: N1=C(C=NC=C1)C1=C2C=CNC2=CC=C1 (4-Pyrazin-2-yl-1H-indole), N1=C(C=NC=C1)C1=C2C=CNC2=CC=C1 (4-Pyrazin-2-yl-1H-indole), C1(=CC=CC=C1)S(=O)(=O)Cl (benzensulfonyl chloride), [OH-].[Na+] (NaOH). Yields the product C1(=CC=CC=C1)S(=O)(=O)N1C=CC2=C(C=CC=C12)C1=NC=CN=C1 (1-(Phenylsulfonyl)-4-pyrazin-2-yl-1H-indole). Reactants: C([O-])([O-])=O.[Cs+].[Cs+] (Cesium carbonate), BrCC(=O)N1CCSCC1 (4-(bromoacetyl)thiomorpholine), OC1=CC=2C3=C(C(=NC2C=C1)N)N=C(N3CCC)COC (8-hydroxy-2-methoxymethyl-1-propyl-1H-imidazo[4,5-c]quinolin-4-amine). Solvent: CN(C)C=O (DMF). Reaction conditions: temperature 70 celsius. Product: COCC=1N(C2=C(C(=NC=3C=CC(=CC23)OCC(N2CCSCC2)=O)N)N1)CCC (2-(methoxymethyl)-8-(2-oxo-2-thiomorpholin-4-ylethoxy)-1-propyl-1H-imidazo[4,5-c]quinolin-4-amine). As a reaction SMILES: C(=O)([O-])[O-].[Cs+].[Cs+].Br[CH2:8][C:9]([N:11]1[CH2:16][CH2:15][S:14][CH2:13][CH2:12]1)=[O:10].[OH:17][C:18]1[CH:27]=[CH:26][C:25]2[N:24]=[C:23]([NH2:28])[C:22]3[N:29]=[C:30]([CH2:35][O:36][CH3:37])[N:31]([CH2:32][CH2:33][CH3:34])[C:21]=3[C:20]=2[CH:19]=1>CN(C=O)C>[CH3:37][O:36][CH2:35][C:30]1[N:31]([CH2:32][CH2:33][CH3:34])[C:21]2[C:20]3[CH:19]=[C:18]([O:17][CH2:8][C:9](=[O:10])[N:11]4[CH2:16][CH2:15][S:14][CH2:13][CH2:12]4)[CH:27]=[CH:26][C:25]=3[N:24]=[C:23]([NH2:28])[C:22]=2[N:29]=1 |f:0.1.2|. Procedure details: Cesium carbonate (1.7 g, 5.22 mmol, 3 eq) was added to a mixture of 4-(bromoacetyl)thiomorpholine (468 mg, 2.09 mmol, 1.2 eq, prepared according to the method described in Part C of Example 30) and 8-hydroxy-2-methoxymethyl-1-propyl-1H-imidazo[4,5-c]quinolin-4-amine (500 mg, 1.74 mmol, 1.0 eq) in 20 mL of DMF. The reaction mixture was heated to 70° C. and maintained for 14 hours. The reaction mixture was then cooled to ambient temperature, filtered, diluted with 50 mL of dichloromethane, concent...